Dataset: the Open Reaction Database (ORD), a public repository of structured organic reaction records. Task: describe an organic reaction: reactants, conditions, products, and yield Starting materials: BrC1=C(C=CC2=CC=CC=C12)C (1-Bromo-2-methyl naphthalene), BrN1C(CCC1=O)=O (N-bromosuccinimide), azo(bis)isobutylnitrile. The solvent is C(Cl)(Cl)(Cl)Cl (carbon tetrachloride). Yields the product BrC1=C(C=CC2=CC=CC=C12)CBr (1-bromo-2-bromomethylnaphthalene). Yield: 42.7%. RXN SMILES: [Br:1][C:2]1[C:11]2[C:6](=[CH:7][CH:8]=[CH:9][CH:10]=2)[CH:5]=[CH:4][C:3]=1[CH3:12].[Br:13]N1C(=O)CCC1=O>C(Cl)(Cl)(Cl)Cl>[Br:1][C:2]1[C:11]2[C:6](=[CH:7][CH:8]=[CH:9][CH:10]=2)[CH:5]=[CH:4][C:3]=1[CH2:12][Br:13]. Procedure details: 1-Bromo-2-methyl naphthalene (25 g), N-bromosuccinimide (24.2 g), carbon tetrachloride (250 mL) and a catalytic amount of azo(bis)isobutylnitrile were refluxed 40 hours under a nitrogen atmosphere. The reaction was cooled to room temperature and volatile materials were removed in vacuo on a rotary evaporator. the residue was treated with hot hexane (steam bath, about 2×250 mL). The hexane solution was decanted and cooled in ice. The product was collected on a Buchner funnel and air dried to give... RXN SMILES: [O:1]1[CH:2]([O:7][CH:8]([CH2:9][C:10](=[O:11])[O:12][CH2:13][c:14]2[cH:15][cH:16][cH:17][cH:18][cH:19]2)[CH2:20][Br:21])[CH2:3][CH2:4][CH2:5][CH2:6]1.[O:22]1[CH2:23][CH2:24][CH2:25][CH2:26]1>>[O:1]1[CH:2]([O:7][CH:8]([CH2:9][C:10](=[O:11])[OH:12])[CH2:20][Br:21])[CH2:3][CH2:4][CH2:5][CH2:6]1. Starting materials: O=C(CC(CBr)OC1CCCCO1)OCc1ccccc1, C1CCOC1. Product: O=C(O)CC(CBr)OC1CCCCO1. The reactants are CC(=CC[C@H]1[C@](O1)(C)[C@H]2[C@@H]([C@@H](CC[C@]23CO3)OC(=O)NC(=O)CCl)OC)C (O-chloroacetylcarbamoylfumagillol), [N+]1(=CC=CC=C1)[O-].[Na].COC1=C(C=C(C=C1)C(C2=C(N(C(=S)NC2=O)C3=CC=C(C=C3)Cl)O)C4=C(N(C(=S)NC4=O)C5=CC=C(C=C5)Cl)[O-])C[NH+]6CCCCC6C7=CN=CC=C7 (sodium pyridine-N-oxide 2-thiolate), O-C(pyridine-N-oxide-2-yl)thioacetylcarbamoyl. Reaction conditions: time 10 minute. Yields the product CC(=CC[C@@H]1[C@@](O1)(C)[C@H]2[C@@H]([C@@H](CC[C@]23CO3)O)OC)C (fumagillol). Yield: 148.3%. RXN SMILES: [CH3:1][C:2]([CH3:27])=[CH:3][CH2:4][C@@H:5]1[O:7][C@:6]1([C@@H:9]1[C@:14]2([O:16][CH2:15]2)[CH2:13][CH2:12][C@@H:11]([O:17]C(NC(CCl)=O)=O)[C@H:10]1[O:25][CH3:26])[CH3:8].[N+]1([O-])C=CC=CC=1.[Na].COC1C=CC(C(C2C(=O)NC(=S)N(C3C=CC(Cl)=CC=3)C=2[O-])C2C(=O)NC(=S)N(C3C=CC(Cl)=CC=3)C=2O)=CC=1C[NH+]1C(C2C=CC=NC=2)CCCC1>>[CH3:1][C:2]([CH3:27])=[CH:3][CH2:4][C@H:5]1[O:7][C@@:6]1([C@@H:9]1[C@:14]2([O:16][CH2:15]2)[CH2:13][CH2:12][C@@H:11]([OH:17])[C@H:10]1[O:25][CH3:26])[CH3:8] |f:1.2.3,^1:34|. Reported procedure: In the same manner as in Example 42, O-chloroacetylcarbamoylfumagillol (144 mg) was reacted with sodium pyridine-N-oxide-2-thiolate (60 mg) with stirring at room temperature for 10 minutes. Purification by silica gel column chromatography (eluent: chloroform-methanol=20:1) gave colorless, powdery O-C(pyridine-N-oxide-2-yl)thioacetylcarbamoyl]fumagillol (150 mg) (85% yield). 1H-NMR (CDCl3) δ: 1.07 (1H, m), 1.21 (3H, s), 1.65 (3H, s), 1.74 (3H, s), 1.8-2.4 (EH, m), 2.55 (1H, d, J=4.4 Hz), 2.57 (1H... The reactants are CC(C)(C)OC(=O)C1(ON=C(C(=O)O)c2ccco2)CCC1, C1CCC1, CCO, CS(C)=O. The product is COC(=O)C(=NOC1(C(=O)OC(C)(C)C)CCC1)c1ccco1. As a reaction SMILES: [C:1]([CH3:2])([CH3:3])([CH3:4])[O:5][C:6](=[O:7])[C:8]1([O:12][N:13]=[C:14]([C:15](=[O:16])[OH:17])[c:18]2[o:19][cH:20][cH:21][cH:22]2)[CH2:9][CH2:10][CH2:11]1.[CH2:26]1[CH2:27][CH2:28][CH2:29]1.[CH3:23][CH2:24][OH:25].[CH3:30][S:31]([CH3:32])=[O:33]>>[C:1]([CH3:2])([CH3:3])([CH3:4])[O:5][C:6](=[O:7])[C:8]1([O:12][N:13]=[C:14]([C:15](=[O:16])[O:17][CH3:23])[c:18]2[o:19][cH:20][cH:21][cH:22]2)[CH2:9][CH2:10][CH2:11]1. Starting materials: BrC1=CC(=C(C=C1)N1C(=NNC1=O)C[C@H]1CN(CC1)C(=O)OC(C)(C)C)F (1,1-dimethylethyl (3S)-3-{[4-(4-bromo-2-fluorophenyl)-5-oxo-4,5-dihydro-1H-1,2,4-triazol-3-yl]methyl}-1-pyrrolidinecarboxylate), CC1(OB(OC1(C)C)C1=CC=C2C=CC=NC2=C1)C (7-(4,4,5,5-tetramethyl-1,3,2-dioxaborolan-2-yl)quinoline), C([O-])([O-])=O.[K+].[K+] (potassium carbonate). The reagents and catalysts are C1=CC=C(C=C1)P([C-]2C=CC=C2)C3=CC=CC=C3.C1=CC=C(C=C1)P([C-]2C=CC=C2)C3=CC=CC=C3.Cl[Pd]Cl.[Fe+2].ClCCl (dichloro[1,1′-bis(diphenylphosphino)ferrocene]palladium(II) dichloromethane). Solvent: O1CCOCC1 (dioxane). Reaction conditions: temperature 110 celsius, time 1 hour. Product: FC1=C(C=CC(=C1)C1=CC=C2C=CC=NC2=C1)N1C(=NNC1=O)C[C@H]1CN(CC1)C(=O)OC(C)(C)C (1,1-dimethylethyl (3S)-3-({4-[2-fluoro-4-(7-quinolinyl)phenyl]-5-oxo-4,5-dihydro-1H-1,2,4-triazol-3-yl}-methyl)-1-pyrrolidinecarboxylate). Reaction SMILES: Br[C:2]1[CH:7]=[CH:6][C:5]([N:8]2[C:12](=[O:13])[NH:11][N:10]=[C:9]2[CH2:14][C@@H:15]2[CH2:19][CH2:18][N:17]([C:20]([O:22][C:23]([CH3:26])([CH3:25])[CH3:24])=[O:21])[CH2:16]2)=[C:4]([F:27])[CH:3]=1.CC1(C)C(C)(C)OB([C:36]2[CH:45]=[C:44]3[C:39]([CH:40]=[CH:41][CH:42]=[N:43]3)=[CH:38][CH:37]=2)O1.C(=O)([O-])[O-].[K+].[K+]>O1CCOCC1.C1C=CC(P(C2C=CC=CC=2)[C-]2C=CC=C2)=CC=1.C1C=CC(P(C2C=CC=CC=2)[C-]2C=CC=C2)=CC=1.Cl[Pd]Cl.[Fe+2].ClCCl>[F:27][C:4]1[CH:3]=[C:2]([C:36]2[CH:45]=[C:44]3[C:39]([CH:40]=[CH:41][CH:42]=[N:43]3)=[CH:38][CH:37]=2)[CH:7]=[CH:6][C:5]=1[N:8]1[C:12](=[O:13])[NH:11][N:10]=[C:9]1[CH2:14][C@@H:15]1[CH2:19][CH2:18][N:17]([C:20]([O:22][C:23]([CH3:26])([CH3:25])[CH3:24])=[O:21])[CH2:16]1 |f:2.3.4,6.7.8.9.10|. Procedure: A solution of 1,1-dimethylethyl (3S)-3-{[4-(4-bromo-2-fluorophenyl)-5-oxo-4,5-dihydro-1H-1,2,4-triazol-3-yl]methyl}-1-pyrrolidinecarboxylate (0.770 mmol) in dioxane (6 mL) was treated with 7-(4,4,5,5-tetramethyl-1,3,2-dioxaborolan-2-yl)quinoline (0.770 mmol), dichloro[1,1′-bis(diphenylphosphino)ferrocene]palladium(II)-dichloromethane adduct (50 mg), and 2M aq potassium carbonate (3 mL). The reaction mixture was purged with nitrogen, sealed, and stirred at 110° C. for 1 h. The solution was cooled... Starting materials: [Cl-].[Al+3].[Cl-].[Cl-] (Aluminum chloride), COC=1C=C(C=CC1)C=1C(=NC=CC1)C(=O)Cl (3-(3-methoxy-phenyl)-pyridine-2-carbonyl chloride). Solvent: ClCCl (dichloromethane). Reaction conditions: time 8 hour. Yields the product COC=1C=CC=2C(C3=NC=CC=C3C2C1)=O (6-methoxy-indeno[2,1-b]pyridin-9-one). As a reaction SMILES: [Cl-].[Al+3].[Cl-].[Cl-].[CH3:5][O:6][C:7]1[CH:8]=[C:9]([C:13]2[C:14]([C:19](Cl)=[O:20])=[N:15][CH:16]=[CH:17][CH:18]=2)[CH:10]=[CH:11][CH:12]=1>ClCCl>[CH3:5][O:6][C:7]1[CH:12]=[CH:11][C:10]2[C:19](=[O:20])[C:14]3[C:13]([C:9]=2[CH:8]=1)=[CH:18][CH:17]=[CH:16][N:15]=3 |f:0.1.2.3|. Procedure details: Aluminum chloride (7.33 g) is added to a solution of 3-(3-methoxy-phenyl)-pyridine-2-carbonyl chloride (crude, 5.40 g) in dichloromethane (100 mL) chilled in an ice bath. The cooling bath is removed and the mixture is stirred at room temperature overnight. The mixture is then poured on crushed ice and the resulting mixture is extracted with dichloromethane. The combined extracts are washed with aqueous NaHCO3 solution and dried (Na2SO4). The solvent is evaporated and the residue is triturated wi... Reaction SMILES: [CH2:1]([CH3:2])[c:3]1[s:4][c:5]([CH3:12])[c:6]([CH2:10][CH3:11])[c:7]1[CH2:8][Cl:9].[CH3:32][c:33]1[cH:34][cH:35][cH:36][cH:37][cH:38]1.[c:13]1([P:19]([c:20]2[cH:21][cH:22][cH:23][cH:24][cH:25]2)[c:26]2[cH:27][cH:28][cH:29][cH:30][cH:31]2)[cH:14][cH:15][cH:16][cH:17][cH:18]1>>[CH2:1]([CH3:2])[c:3]1[s:4][c:5]([CH3:12])[c:6]([CH2:10][CH3:11])[c:7]1[CH2:8][P+:19]([c:13]1[cH:14][cH:15][cH:16][cH:17][cH:18]1)([c:20]1[cH:21][cH:22][cH:23][cH:24][cH:25]1)[c:26]1[cH:27][cH:28][cH:29][cH:30][cH:31]1.[Cl-:9]. Reactants: CCc1sc(C)c(CC)c1CCl, Cc1ccccc1, c1ccc(P(c2ccccc2)c2ccccc2)cc1. The product is CCc1sc(C)c(CC)c1C[P+](c1ccccc1)(c1ccccc1)c1ccccc1, [Cl-]. Reactants: C(C)(C)(C)OC(C/C(/C(=O)O)=C\CCC1=CC=CC=C1)=O ((E)-2-[2-(tert-butoxy)-2-oxoethyl]-5-phenyl-2-pentenoic acid), C1(CCCCC1)N (cyclohexylamine), (S)-2,2′-bis(diphenylphosphino-1,1′-binaphthyl]chloro(p-cymene)ruthenium chloride. Solvent: CO (methanol). Yields the product C(C)(C)(C)OC(C[C@H](C(=O)O)CCCC1=CC=CC=C1)=O ((R)-2-[2-(tert-Butoxy)-2-oxoethyl]-5-phenylpentanoic acid). The yield is 80.5%. As a reaction SMILES: [C:1]([O:5][C:6](=[O:21])[CH2:7]/[C:8](=[CH:12]\[CH2:13][CH2:14][C:15]1[CH:20]=[CH:19][CH:18]=[CH:17][CH:16]=1)/[C:9]([OH:11])=[O:10])([CH3:4])([CH3:3])[CH3:2].C1(N)CCCCC1>CO>[C:1]([O:5][C:6](=[O:21])[CH2:7][C@@H:8]([CH2:12][CH2:13][CH2:14][C:15]1[CH:16]=[CH:17][CH:18]=[CH:19][CH:20]=1)[C:9]([OH:11])=[O:10])([CH3:4])([CH3:2])[CH3:3]. Procedure details: A stirred solution of (E)-2-[2-(tert-butoxy)-2-oxoethyl]-5-phenyl-2-pentenoic acid (100 g, 0.34 mol), cyclohexylamine (39 ml, 0.34 mol) and [(S)-2,2′-bis(diphenylphosphino-1,1′-binaphthyl]chloro(p-cymene)ruthenium chloride (0.64 g, 0.69 mmol) in methanol (100 ml) was heated to 60° C, under hydrogen (60 p.s.i.), for 42 hours and then allowed to cool to room temperature. The mixture was filtered through celite and then concentrated in vacuo to a yellow solid which was purified by re-crystallisatio...